From a dataset of the Open Reaction Database (ORD), a public repository of structured organic reaction records. describe an organic reaction: reactants, conditions, products, and yield Reactants: CCOC(=O)C=Cc1coc2ccc(C=O)cc12, CCOC(C)=O. Product: CCOC(=O)CCc1coc2ccc(C=O)cc12. Reaction SMILES: [CH2:1]([CH3:2])[O:3][C:4]([CH:5]=[CH:6][c:7]1[cH:8][o:9][c:10]2[c:11]1[cH:12][c:13]([CH:16]=[O:17])[cH:14][cH:15]2)=[O:18].[CH3:19][CH2:20][O:21][C:22]([CH3:23])=[O:24]>>[CH2:1]([CH3:2])[O:3][C:4]([CH2:5][CH2:6][c:7]1[cH:8][o:9][c:10]2[c:11]1[cH:12][c:13]([CH:16]=[O:17])[cH:14][cH:15]2)=[O:18]. Starting materials: O=C1Nc2ccc(Cl)cc2C1=Cc1ccc(Br)o1, O=C([O-])[O-], CC1(C)OB(c2ccc(N3CCNCC3)nc2)OC1(C)C, [Cs+], [Cs+], C1COCCO1, O. The product is O=C1Nc2ccc(Cl)cc2C1=Cc1ccc(-c2ccc(N3CCNCC3)nc2)o1. As a reaction SMILES: [Br:1][c:2]1[cH:3][cH:4][c:5]([CH:7]=[C:8]2[C:9](=[O:18])[NH:10][c:11]3[cH:12][cH:13][c:14]([Cl:17])[cH:15][c:16]32)[o:6]1.[C:19](=[O:20])([O-:21])[O-:22].[CH3:25][C:26]1([CH3:27])[C:28]([CH3:29])([CH3:30])[O:31][B:32]([c:33]2[cH:34][cH:35][c:36]([N:39]3[CH2:40][CH2:41][NH:42][CH2:43][CH2:44]3)[n:37][cH:38]2)[O:45]1.[Cs+:23].[Cs+:24].[O:47]1[CH2:48][CH2:49][O:50][CH2:51][CH2:52]1.[OH2:46]>>[c:2]1(-[c:33]2[cH:34][cH:35][c:36]([N:39]3[CH2:40][CH2:41][NH:42][CH2:43][CH2:44]3)[n:37][cH:38]2)[cH:3][cH:4][c:5]([CH:7]=[C:8]2[C:9](=[O:18])[NH:10][c:11]3[cH:12][cH:13][c:14]([Cl:17])[cH:15][c:16]32)[o:6]1. Reaction SMILES: [NH2:1][C:2]1[CH:7]=[CH:6][C:5]([OH:8])=[CH:4][CH:3]=1.[CH3:9][S:10](Cl)(=[O:12])=[O:11]>CO>[OH:8][C:5]1[CH:6]=[CH:7][C:2]([NH:1][S:10]([CH3:9])(=[O:12])=[O:11])=[CH:3][CH:4]=1. Procedure details: To a cold suspension of 4-aminophenol (5.45 g, 49.9 mmol) in MeOH (62 ml), methanesulfonyl chloride (1.95 ml, 25.2 mmol) was added under stirring maintaining the temperature between 10 and 15° C. The resulting solution was allowed to warm to RT and stirred for 2 hours. The solvent was removed under vacuum, and the residue was suspended in HCl 1N (62 ml); the insoluble was collected by filtration, washed with water, dried and purified by filtration through a silica gel pad (DCM:MeOH=100:15) affor... Yields the product OC1=CC=C(C=C1)NS(=O)(=O)C (N-(4-hydroxyphenyl)methanesulfonamide). Solvent: CO (MeOH). Isolated yield 28.6%. Starting materials: NC1=CC=C(C=C1)O (4-aminophenol), CS(=O)(=O)Cl (methanesulfonyl chloride). Starting materials: FC1=CC=C(C=C1)N1CCNCC1 (1-(4-fluorophenyl)-piperazine), O=C1CCCC2=C1SC=C2S(=O)(=O)Cl (7-oxo-4,5,6,7-tetrahydro-benzo[b]thiophene-3-sulfonyl chloride). Yields the product FC1=CC=C(C=C1)N1CCN(CC1)S(=O)(=O)C=1C2=C(SC1)C(CCC2)=O (3-[4-(4-Fluorophenyl)-piperazine-1-sulfonyl]5,6-dihydro-4H-benzo[b]thiophene-7-one). As a reaction SMILES: [F:1][C:2]1[CH:7]=[CH:6][C:5]([N:8]2[CH2:13][CH2:12][NH:11][CH2:10][CH2:9]2)=[CH:4][CH:3]=1.[O:14]=[C:15]1[C:20]2[S:21][CH:22]=[C:23]([S:24](Cl)(=[O:26])=[O:25])[C:19]=2[CH2:18][CH2:17][CH2:16]1>>[F:1][C:2]1[CH:3]=[CH:4][C:5]([N:8]2[CH2:13][CH2:12][N:11]([S:24]([C:23]3[C:19]4[CH2:18][CH2:17][CH2:16][C:15](=[O:14])[C:20]=4[S:21][CH:22]=3)(=[O:25])=[O:26])[CH2:10][CH2:9]2)=[CH:6][CH:7]=1. Procedure details: From 1-(4-fluorophenyl)-piperazine (91 mg) and 7-oxo-4,5,6,7-tetrahydro-benzo[b]thiophene-3-sulfonyl chloride (the compound of Preparation Example 7) (120 mg), the title compound (148 mg) was obtained as a colorless solid, in the same way as Preparation Example 41. Starting materials: C(#N)C=1C=C(COC2=C3CCN(CC3=CC=C2)C(=O)OC(C)(C)C)C=CC1 (tert-Butyl 5-(3-cyanobenzyloxy)-3,4-dihydroisoquinoline-2(1H)-carboxylate), Cl (HCl). Run in C(C)#N (acetonitrile), O1CCOCC1 (dioxane). Run at time 2 hour. Product: Cl.C1NCCC2=C(C=CC=C12)OCC=1C=C(C#N)C=CC1 (3-[(1,2,3,4-tetrahydroisoquinolin-5-yloxy)methyl]benzonitrile HCl salt). RXN SMILES: [C:1]([C:3]1[CH:4]=[C:5]([CH:25]=[CH:26][CH:27]=1)[CH2:6][O:7][C:8]1[CH:17]=[CH:16][CH:15]=[C:14]2[C:9]=1[CH2:10][CH2:11][N:12](C(OC(C)(C)C)=O)[CH2:13]2)#[N:2].[ClH:28]>O1CCOCC1.C(#N)C>[ClH:28].[CH2:13]1[C:14]2[C:9](=[C:8]([O:7][CH2:6][C:5]3[CH:4]=[C:3]([CH:27]=[CH:26][CH:25]=3)[C:1]#[N:2])[CH:17]=[CH:16][CH:15]=2)[CH2:10][CH2:11][NH:12]1 |f:4.5|. Procedure details: tert-Butyl 5-(3-cyanobenzyloxy)-3,4-dihydroisoquinoline-2(1H)-carboxylate (0.040 g) was taken up in 4 M HCl in dioxane (2 mL) at r.t. After stirring for 2 h. the reaction was complete and this was concentrated under reduced pressure to give a residue. This was taken up in acetonitrile and reconcentrated under reduced pressure two times to give crude 3-[(1,2,3,4-tetrahydroisoquinolin-5-yloxy)methyl]benzonitrile HCl salt (0.040 g) as a solid residue. Analytical LCMS (M+H)+: m/z=265.0. Starting materials: CC(C)=C (Isobutylene), acidic ion, SPC 118H, C=CCCCCO (hex-1-en-6-ol). The solvent is C(C)(C)(C)OC (methyl tert-butyl ether). Reaction conditions: time 4 hour. The product is C(C)(C)(C)OCCCCC=C (6-tert-butoxyhex-1-ene). Yield: 75.0%. Reaction SMILES: [CH2:1]=[CH:2][CH2:3][CH2:4][CH2:5][CH2:6][OH:7].[CH3:8][C:9](=[CH2:11])[CH3:10]>C(OC)(C)(C)C>[C:9]([O:7][CH2:6][CH2:5][CH2:4][CH2:3][CH:2]=[CH2:1])([CH3:11])([CH3:10])[CH3:8]. Reported procedure: 200 g of hex-1-en-6-ol are dissolved in 250 ml of methyl tert-butyl ether, and 100 g of acidic ion exchanger (SPC 118H+) are added. Isobutylene is then passed in until the solution is saturated, and the reaction is monitored by thin layer chromatography, After 4 hours, the reaction is complete. Fractional distillation gives 243 g of 6-tert-butoxyhex-1-ene having a gas chromatographic purity of 98.5%; bp.: 66-67° C./32 mbar. Yield: 75% of theory.